From a dataset of the Open Reaction Database (ORD), a public repository of structured organic reaction records. describe an organic reaction: reactants, conditions, products, and yield The reactants are COC(=O)C(=Cc1ccc(OC)c(OCCc2ccccc2)c1)C(=O)OC, CCOC(C)=O. Product: COC(=O)C(Cc1ccc(OC)c(OCCc2ccccc2)c1)C(=O)OC. RXN SMILES: [CH3:1][O:2][c:3]1[c:4]([O:19][CH2:20][CH2:21][c:22]2[cH:23][cH:24][cH:25][cH:26][cH:27]2)[cH:5][c:6]([CH:9]=[C:10]([C:11](=[O:12])[O:13][CH3:14])[C:15](=[O:16])[O:17][CH3:18])[cH:7][cH:8]1.[CH3:28][CH2:29][O:30][C:31](=[O:32])[CH3:33]>>[CH3:1][O:2][c:3]1[c:4]([O:19][CH2:20][CH2:21][c:22]2[cH:23][cH:24][cH:25][cH:26][cH:27]2)[cH:5][c:6]([CH2:9][CH:10]([C:11](=[O:12])[O:13][CH3:14])[C:15](=[O:16])[O:17][CH3:18])[cH:7][cH:8]1. Reactants: COC1=NC=C(C=C1)B(O)O (2-methoxy-5-pyridyl-boronic acid), Intermediate ( 37 ), ClC1=NC(=NC(=C1)Cl)SC (4,6-dichloro-2-methylsulfanyl-pyrimidine), ClC1=NC(=NC(=C1)Cl)SC (4,6-dichloro-2-methylsulfanyl-pyrimidine), C(=O)([O-])[O-].[Cs+].[Cs+] (Cs2CO3). The reagents and catalysts are C=1C=CC(=CC1)[P](C=2C=CC=CC2)(C=3C=CC=CC3)[Pd]([P](C=4C=CC=CC4)(C=5C=CC=CC5)C=6C=CC=CC6)([P](C=7C=CC=CC7)(C=8C=CC=CC8)C=9C=CC=CC9)[P](C=1C=CC=CC1)(C=1C=CC=CC1)C=1C=CC=CC1 (tetrakis(triphenylphosphine)palladium(0)). Solvent: O (water), COCCOC (ethylene glycol dimethyl ether), O (water). Run at time 3 hour. Product: ClC1=NC(=NC(=C1)C=1C=NC(=CC1)OC)SC (4-chloro-6-(6-methoxy-pyridin-3-yl)-2-methylsulfanyl-pyrimidine). RXN SMILES: [CH3:1][O:2][C:3]1[CH:8]=[CH:7][C:6](B(O)O)=[CH:5][N:4]=1.[Cl:12][C:13]1[CH:18]=[C:17](Cl)[N:16]=[C:15]([S:20][CH3:21])[N:14]=1.C([O-])([O-])=O.[Cs+].[Cs+]>COCCOC.O.C1C=CC([P]([Pd]([P](C2C=CC=CC=2)(C2C=CC=CC=2)C2C=CC=CC=2)([P](C2C=CC=CC=2)(C2C=CC=CC=2)C2C=CC=CC=2)[P](C2C=CC=CC=2)(C2C=CC=CC=2)C2C=CC=CC=2)(C2C=CC=CC=2)C2C=CC=CC=2)=CC=1>[Cl:12][C:13]1[CH:18]=[C:17]([C:6]2[CH:5]=[N:4][C:3]([O:2][CH3:1])=[CH:8][CH:7]=2)[N:16]=[C:15]([S:20][CH3:21])[N:14]=1 |f:2.3.4,^1:38,40,59,78|. Procedure: A mixture of 2-methoxy-5-pyridyl-boronic acid (600 mg, 2.04 mmol, Intermediate (37), prepared according to the procedure described in J. Org. Chem., 67, 7541, 2002), 4,6-dichloro-2-methylsulfanyl-pyrimidine [700 mg, 3.59 mmol, Intermediate (29)], and Cs2CO3 (2.9 g, 8.97 mmol) in ethylene glycol dimethyl ether (8 mL) and water (2 mL) is degassed by bubbling with Argon gas for 5 minutes, and treated with tetrakis(triphenylphosphine)palladium(0) (207 mg, 0.18 mmol) at room temperature. After 3 hour... Reactants: COCCOC1=CC=CC2=C1C(CO2)N (rac-4-(2-methoxy-ethoxy)-2,3-dihydro-benzofuran-3-ylamine), ClC1=NC2=CC=C(C=C2C=C1)[N+](=O)[O-] (2-chloro-6-nitro-quinoline), C(C)N(C(C)C)C(C)C (N-ethyldiisopropylamine). The solvent is CN1C(CCC1)=O (1-methyl-2-pyrrolidone). Run at temperature 140 celsius, time 2 hour. Product: COCCOC1=CC=CC2=C1C(CO2)NC2=NC1=CC=C(C=C1C=C2)[N+](=O)[O-] (rac-[4-(2-Methoxy-ethoxy)-2,3-dihydro-benzofuran-3-yl]-(6-nitro-quinolin-2-yl)-amine). Yield: 65.0%. RXN SMILES: Cl[C:2]1[CH:11]=[CH:10][C:9]2[C:4](=[CH:5][CH:6]=[C:7]([N+:12]([O-:14])=[O:13])[CH:8]=2)[N:3]=1.[CH3:15][O:16][CH2:17][CH2:18][O:19][C:20]1[C:25]2[CH:26]([NH2:29])[CH2:27][O:28][C:24]=2[CH:23]=[CH:22][CH:21]=1.C(N(C(C)C)C(C)C)C>CN1CCCC1=O>[CH3:15][O:16][CH2:17][CH2:18][O:19][C:20]1[C:25]2[CH:26]([NH:29][C:2]3[CH:11]=[CH:10][C:9]4[C:4](=[CH:5][CH:6]=[C:7]([N+:12]([O-:14])=[O:13])[CH:8]=4)[N:3]=3)[CH2:27][O:28][C:24]=2[CH:23]=[CH:22][CH:21]=1. Procedure details: A mixture of 2-chloro-6-nitro-quinoline (1.04 g, 5.0 mmol) in 1-methyl-2-pyrrolidone (10 mL) with the above described rac-4-(2-methoxy-ethoxy)-2,3-dihydro-benzofuran-3-ylamine (1.14 g, 5.5 mmol) and N-ethyldiisopropylamine (1.27 mL, 7.5 mmol) was stirred at 140° C. for 2 h. Cooled to 23° C., poured onto water and extracted twice with ethyl acetate, dried over Na2SO4 and evaporated totally to give a crude product which was purified by silica gel column chromatography with heptane/dichloromethane ... The reactants are CN1CCN(CC1)S(=O)(=O)C1=CC=C(N)C=C1 (4-(4-Methylpiperazin-1-sulfonyl)aniline), ClC(Cl)(Cl)OC(=O)Cl (trichloromethylchloroformate). The solvent is C1=CC=CC=C1 (benzene), C1=CC=CC=C1 (benzene). Yields the product CN1CCN(CC1)S(=O)(=O)C1=CC=C(C=C1)N=C=O (4-[(4-methylpiperazin-1-yl)sulfonyl]phenyl isocyanate). Reaction SMILES: [CH3:1][N:2]1[CH2:7][CH2:6][N:5]([S:8]([C:11]2[CH:17]=[CH:16][C:14]([NH2:15])=[CH:13][CH:12]=2)(=[O:10])=[O:9])[CH2:4][CH2:3]1.Cl[C:19]([O:22]C(Cl)=O)(Cl)Cl>C1C=CC=CC=1>[CH3:1][N:2]1[CH2:7][CH2:6][N:5]([S:8]([C:11]2[CH:17]=[CH:16][C:14]([N:15]=[C:19]=[O:22])=[CH:13][CH:12]=2)(=[O:10])=[O:9])[CH2:4][CH2:3]1. Procedure details: 4-(4-Methylpiperazin-1-sulfonyl)aniline (0.5 g, 1.96 mmol) dissolved in anhydrous benzene was added dropwise to a solution of trichloromethylchloroformate (0.3 mL, 2.35 mmol) in anhydrous benzene at −10° C. The mixture was warmed to room temperature for 10 minutes, then heated to 90° C. for 2 h. The mixture was concentrated under reduced pressure to provide 4-[(4-methylpiperazin-1-yl)sulfonyl]phenyl isocyanate as a solid, used as an intermediate in the production of Compound 105. IR: 1166, 1339,... The product is C(C(C)C)C=1SC=C(N1)C(=O)O (2-Isobutylthiazole-4-carboxylic acid). Procedure details: Prepared by the method of Carboxylic Acid 3, using 3-methylbutanoyl chloride (10 mL) in place of 2-ethylbutanoyl chloride in step a. Yield 3.8 g. RXN SMILES: CC[CH:3]([C:6]1[S:7][CH:8]=[C:9]([C:11]([O:13]CC)=[O:12])[N:10]=1)[CH2:4][CH3:5].[CH3:16]C(C)CC(Cl)=O>>[CH2:3]([C:6]1[S:7][CH:8]=[C:9]([C:11]([OH:13])=[O:12])[N:10]=1)[CH:4]([CH3:5])[CH3:16]. Reactants: CCC(CC)C=1SC=C(N1)C(=O)OCC (Ethyl 2-(pentan-3-yl)thiazole-4-carboxylate), CC(CC(=O)Cl)C (3-methylbutanoyl chloride).